From a dataset of the Open Reaction Database (ORD), a public repository of structured organic reaction records. describe an organic reaction: reactants, conditions, products, and yield The reactants are ClCC=1SC=C(N1)C(=O)NC1=C2C=NN(C2=CC(=C1)C1=C2C=CNC2=CC=C1)S(=O)(=O)C1=CC=CC=C1 (2-(Chloromethyl)-N-[6-(1H-indol-4-yl)-1-(phenylsulfonyl)-1H-indazol-4-yl]-1,3-thiazole-4-carboxamide), Cl (HCl), [OH-].[Na+] (NaOH), CC1CNCCO1 (2-methylmorpholine). Solvent: C(C)(C)O (Isopropanol). Reaction conditions: temperature 90 celsius, time 3 hour. Product: N1C=CC2=C(C=CC=C12)C1=CC(=C2C=NNC2=C1)NC(=O)C=1N=C(SC1)CN1CC(OCC1)C (N-[6-(1H-Indol-4-yl)-1H-indazol-4-yl]-2-[(2-methyl-4-morpholinyl)methyl]-1,3-thiazole-4-carboxamide). Isolated yield 23.3%. As a reaction SMILES: Cl[CH2:2][C:3]1[S:4][CH:5]=[C:6]([C:8]([NH:10][C:11]2[CH:19]=[C:18]([C:20]3[CH:28]=[CH:27][CH:26]=[C:25]4[C:21]=3[CH:22]=[CH:23][NH:24]4)[CH:17]=[C:16]3[C:12]=2[CH:13]=[N:14][N:15]3S(C2C=CC=CC=2)(=O)=O)=[O:9])[N:7]=1.[CH3:38][CH:39]1[O:44][CH2:43][CH2:42][NH:41][CH2:40]1.[OH-].[Na+].Cl>C(O)(C)C>[NH:24]1[C:25]2[C:21](=[C:20]([C:18]3[CH:17]=[C:16]4[C:12]([CH:13]=[N:14][NH:15]4)=[C:11]([NH:10][C:8]([C:6]4[N:7]=[C:3]([CH2:2][N:41]5[CH2:42][CH2:43][O:44][CH:39]([CH3:38])[CH2:40]5)[S:4][CH:5]=4)=[O:9])[CH:19]=3)[CH:28]=[CH:27][CH:26]=2)[CH:22]=[CH:23]1 |f:2.3|. Reported procedure: 2-(Chloromethyl)-N-[6-(1H-indol-4-yl)-1-(phenylsulfonyl)-1H-indazol-4-yl]-1,3-thiazole-4-carboxamide (50 mg, 0.091 mmol) and 2-methylmorpholine (0.5 mL, 0.091 mmol) were put in a 0.5-2 mL vial then heated in the microwave at 90° C. for 15 min. The solvent was blown down under nitrogen. Isopropanol (2 mL) and 2M NaOH (2.000 mL) were added and the reaction mixture was stirred for 3 hr at 25° C., then neutralised with 2M HCl aqueous solution until pH=7 (checking with pH paper). The solvent was remo... Starting materials: [N+](=O)([O-])C1=C(OC=2C=C(C=CC2)O)C=CC=C1 (3-(2-nitrophenoxy)phenol), BrC(C(=O)OCC)C (ethyl 2-bromopropionate), C([O-])([O-])=O.[K+].[K+] (potassium carbonate). The solvent is CC(=O)C (acetone). Yields the product [N+](=O)([O-])C1=C(OC=2C=C(OC(C(=O)OCC)C)C=CC2)C=CC=C1 (Ethyl 2-[3-(2-nitrophenoxy)phenoxy]propionate). Yield: 101.2%. Reaction SMILES: [N+:1]([C:4]1[CH:17]=[CH:16][CH:15]=[CH:14][C:5]=1[O:6][C:7]1[CH:8]=[C:9]([OH:13])[CH:10]=[CH:11][CH:12]=1)([O-:3])=[O:2].Br[CH:19]([CH3:25])[C:20]([O:22][CH2:23][CH3:24])=[O:21].C(=O)([O-])[O-].[K+].[K+]>CC(C)=O>[N+:1]([C:4]1[CH:17]=[CH:16][CH:15]=[CH:14][C:5]=1[O:6][C:7]1[CH:8]=[C:9]([CH:10]=[CH:11][CH:12]=1)[O:13][CH:19]([CH3:25])[C:20]([O:22][CH2:23][CH3:24])=[O:21])([O-:3])=[O:2] |f:2.3.4|. Procedure details: In 120 ml of acetone were dissolved 8.0 g of 3-(2-nitrophenoxy)phenol and 7.5 g of ethyl 2-bromopropionate followed by addition of 7.2 g of potassium carbonate. The mixture was refluxed for 5 hours and, after cooling, the insoluble matter was filtered off. The filtrate was concentrated to give 11.6 g of the title compound as a light brown oil. Starting materials: CC(C)(C)OC(=O)N(CC1CCc2cc(Sc3cccc(C(=O)O)c3)ccc2O1)CC(O)c1cccnc1, CCOC(C)=O, C[Si](C)(C)C=[N+]=[N-], CO, CCOC(C)=O. Product: COC(=O)c1cccc(Sc2ccc3c(c2)CCC(CN(CC(O)c2cccnc2)C(=O)OC(C)(C)C)O3)c1. As a reaction SMILES: [C:1]([CH3:2])([CH3:3])([CH3:4])[O:5][C:6](=[O:7])[N:8]([CH2:9][CH:10]([c:11]1[cH:12][n:13][cH:14][cH:15][cH:16]1)[OH:17])[CH2:18][CH:19]1[O:20][c:21]2[cH:22][cH:23][c:24]([S:29][c:30]3[cH:31][c:32]([C:33](=[O:34])[OH:35])[cH:36][cH:37][cH:38]3)[cH:25][c:26]2[CH2:27][CH2:28]1.[C:46]([O:47][CH2:48][CH3:49])(=[O:50])[CH3:51].[CH3:39][Si:40]([CH:41]=[N+:42]=[N-:43])([CH3:44])[CH3:45].[CH3:52][OH:53].[CH3:54][CH2:55][O:56][C:57](=[O:58])[CH3:59]>>[C:1]([CH3:2])([CH3:3])([CH3:4])[O:5][C:6](=[O:7])[N:8]([CH2:9][CH:10]([c:11]1[cH:12][n:13][cH:14][cH:15][cH:16]1)[OH:17])[CH2:18][CH:19]1[O:20][c:21]2[cH:22][cH:23][c:24]([S:29][c:30]3[cH:31][c:32]([C:33](=[O:34])[O:35][CH3:39])[cH:36][cH:37][cH:38]3)[cH:25][c:26]2[CH2:27][CH2:28]1. Starting materials: CC1=CC=CC(=N1)CCO (6-methyl-2-pyridineethanol), BrCCCCCCBr (1,6-dibromohexane). Solvent: C(C)(=O)OCC (ethyl acetate). Yields the product BrCCCCCCOCCC1=NC(=CC=C1)C (2-[2-[(6-Bromohexyl)oxy]ethyl]-6-methylpyridine). Isolated yield 82.2%. Reaction SMILES: [CH3:1][C:2]1[N:7]=[C:6]([CH2:8][CH2:9][OH:10])[CH:5]=[CH:4][CH:3]=1.[Br:11][CH2:12][CH2:13][CH2:14][CH2:15][CH2:16][CH2:17]Br>C(OCC)(=O)C>[Br:11][CH2:12][CH2:13][CH2:14][CH2:15][CH2:16][CH2:17][O:10][CH2:9][CH2:8][C:6]1[CH:5]=[CH:4][CH:3]=[C:2]([CH3:1])[N:7]=1. Reported procedure: From 6-methyl-2-pyridineethanol (5 g) and 1,6-dibromohexane (26 g), stirring the reaction mixture under nitrogen for 18 h, and using ethyl acetate for extraction. FCC eluting with cyclohexane→cyclohexane-ethyl acetate (92:8) gave the title compound as a yellow oil (9 g), t.l.c. (System A 80:20:1) Rf 0.6. Starting materials: CI, CN(C)C=O, [H-], [Na+], CC(c1ccccc1)N1CC(C(=O)OC(C)(C)C)CC1=O, O=C(O)CC(O)(CC(=O)O)C(=O)O. The product is CC(c1ccccc1)N1CC(C)(C(=O)OC(C)(C)C)CC1=O. Reaction SMILES: [CH3:1][I:2].[CH3:39][N:40]([CH3:41])[CH:42]=[O:43].[H-:24].[Na+:25].[O:3]=[C:4]1[CH2:5][CH:6]([C:17](=[O:18])[O:19][C:20]([CH3:21])([CH3:22])[CH3:23])[CH2:7][N:8]1[CH:9]([CH3:10])[c:11]1[cH:12][cH:13][cH:14][cH:15][cH:16]1.[OH:26][C:27]([CH2:28][C:29]([C:30](=[O:31])[OH:32])([CH2:33][C:34](=[O:35])[OH:36])[OH:37])=[O:38]>>[O:3]=[C:4]1[CH2:5][C:6]([C:17](=[O:18])[O:19][C:20]([CH3:21])([CH3:22])[CH3:23])([CH3:27])[CH2:7][N:8]1[CH:9]([CH3:10])[c:11]1[cH:12][cH:13][cH:14][cH:15][cH:16]1. Reactants: ClC1=C(N=C(S1)NC(CCl)=O)/C(/C(=O)N[C@H]1[C@@H]2N(C(=C(CS2)COC(CC(C)=O)=O)C(=O)O)C1=O)=N/OC (7β-[2-(5-chloro-2-chloroacetamidothiazol-4-yl)-2(Z)-methoxyiminoacetamido]-3-(3-oxobutyryloxymethyl)-3-cephem-4-carboxylic acid), CNC([S-])=S.[Na+] (sodium N-methyldithiocarbamate), C(C)(=O)OCC (Ethyl acetate). Solvent: O (water), O1CCCC1 (tetrahydrofuran). Conditions: time 3 hour. Product: NC=1SC(=C(N1)/C(/C(=O)N[C@H]1[C@@H]2N(C(=C(CS2)COC(CC(C)=O)=O)C(=O)O)C1=O)=N/OC)Cl (7β-[2-(2-Amino-5-chlorothiazol-4-yl)-2(Z)-methoxyiminoacetamido]-3-(3-oxobutyryloxymethyl)-3-cephem-4-carboxylic acid). The yield is 88.7%. RXN SMILES: [Cl:1][C:2]1[S:6][C:5]([NH:7]C(=O)CCl)=[N:4][C:3]=1/[C:12](=[N:36]/[O:37][CH3:38])/[C:13]([NH:15][C@@H:16]1[C:34](=[O:35])[N:18]2[C:19]([C:31]([OH:33])=[O:32])=[C:20]([CH2:23][O:24][C:25](=[O:30])[CH2:26][C:27](=[O:29])[CH3:28])[CH2:21][S:22][C@H:17]12)=[O:14].CNC(=S)[S-].[Na+].C(OCC)(=O)C>O.O1CCCC1>[NH2:7][C:5]1[S:6][C:2]([Cl:1])=[C:3](/[C:12](=[N:36]/[O:37][CH3:38])/[C:13]([NH:15][C@@H:16]2[C:34](=[O:35])[N:18]3[C:19]([C:31]([OH:33])=[O:32])=[C:20]([CH2:23][O:24][C:25](=[O:30])[CH2:26][C:27](=[O:29])[CH3:28])[CH2:21][S:22][C@H:17]23)=[O:14])[N:4]=1 |f:1.2|. Procedure details: In a mixture of 13 ml of water and 13 ml of tetrahydrofuran is dissolved 2.94 g of 7β-[2-(5-chloro-2-chloroacetamidothiazol-4-yl)-2(Z)-methoxyiminoacetamido]-3-(3-oxobutyryloxymethyl)-3-cephem-4-carboxylic acid. To the mixture is added 1.15 g of sodium N-methyldithiocarbamate in 3 portions with stirring at room temperature for 3 hours. Ethyl acetate is added to the reaction mixture and the ethyl acetate layer is separated and discarded. The aqueous layer is acidified with concentrated hydrochlor...